From a dataset of the Open Reaction Database (ORD), a public repository of structured organic reaction records. describe an organic reaction: reactants, conditions, products, and yield Starting materials: NC1=C(C=CC=C1)O (o-aminophenol), C(C(=O)Cl)(=O)Cl.C(Cl)Cl (oxalyl chloride CH2Cl2). Solvent: C1(=CC=CC=C1)C (toluene). Yields the product O1CC=NC2=C1C=CC=C2 (4,1-Benzoxazine). Isolated yield 110.9%. As a reaction SMILES: [NH2:1][C:2]1[CH:7]=[CH:6][CH:5]=[CH:4][C:3]=1[OH:8].[C:9](Cl)(=O)[C:10](Cl)=O.C(Cl)Cl>C1(C)C=CC=CC=1>[O:8]1[C:3]2[CH:4]=[CH:5][CH:6]=[CH:7][C:2]=2[N:1]=[CH:10][CH2:9]1 |f:1.2|. Procedure details: To a mixture of 2.29 g (21.0 mmol) of o-aminophenol in 25 mL of dry toluene was added portion wise 11 mL of 2N oxalyl chloride/CH2Cl2 (22.0 mmol) solution. The mixture was refluxed for 4 h, cooled to room temperature, filtered and the solid was washed with xylene and water, and dried to leave 3.10 g (90%) of 2a as pale-green solid. The analytical sample was obtained by crystallization from acetone, mp 263°-264° C. (lit, 264°-266° C.; Bernard et al, J. Med. Chem. 28:240 (1985)). 1H NMR (CDCl3 +DM... Reactants: ACE•Cl, FC1=C(COCCN(C)C)C=C(C=C1)Br (2-(2-fluoro-5-bromobenzyloxy)-(N,N-dimethyl)ethylamine), CO (Methanol). The solvent is ClC(C)Cl (dichloroethane). Reaction conditions: temperature 0 celsius, time 3 day. The product is FC1=C(COCCNC)C=C(C=C1)Br (2-(2-fluoro-5-bromobenzyloxy)-(N-methyl)ethylamine). As a reaction SMILES: [F:1][C:2]1[CH:14]=[CH:13][C:12]([Br:15])=[CH:11][C:3]=1[CH2:4][O:5][CH2:6][CH2:7][N:8](C)[CH3:9].CO>ClC(Cl)C>[F:1][C:2]1[CH:14]=[CH:13][C:12]([Br:15])=[CH:11][C:3]=1[CH2:4][O:5][CH2:6][CH2:7][NH:8][CH3:9]. Procedure: In a 50 ml flask, under a nitrogen atmosphere, 2-(2-fluoro-5-bromobenzyloxy)-(N,N-dimethyl)ethylamine (317 mg, 1.15 mmol) was dissolved in dichloroethane (3.5 ml). This solution was cooled to 0° C. and ACE•Cl (0.50 ml, 4.59 mmol) was added. The resulting mixture was warmed to ambient temperature, then heated to reflux and maintained at this temperature for about three hours. The progress of the reaction was monitored by thin layer chromatography. Methanol was added to the reaction mixture and th... The reactants are ClC=1C=C2C=C(NC2=CC1)C(=O)O (5-chloroindole-2-carboxylic acid), Cl.CN(CCCN=C=NCC)C (1-(3-dimethylaminopropyl)-3-ethylcarbodiimide hydrochloride), O.ON1N=NC2=C1C=CC=C2 (1-hydroxybenzotriazole monohydrate), Example 61. Solvent: CN(C=O)C (N,N-dimethylformamide). Reaction conditions: time 23 hour. Yields the product Cl.N[C@H]1[C@@H](CCC1)NC(=O)C=1NC2=CC=C(C=C2C1)Cl (N-[(1R*,2R*)-2-aminocyclopentyl]-5-chloro-1H-indole-2-carboxamide hydrochloride). Isolated yield 188.6%. Reaction SMILES: [Cl:1][C:2]1[CH:3]=[C:4]2[C:8](=[CH:9][CH:10]=1)[NH:7][C:6]([C:11]([OH:13])=O)=[CH:5]2.Cl.CN(C)CCCN=C=NCC.O.O[N:28]1[C:32]2C=[CH:34][CH:35]=[CH:36][C:31]=2[N:30]=N1>CN(C)C=O>[ClH:1].[NH2:28][C@@H:32]1[CH2:34][CH2:35][CH2:36][C@H:31]1[NH:30][C:11]([C:6]1[NH:7][C:8]2[C:4]([CH:5]=1)=[CH:3][C:2]([Cl:1])=[CH:10][CH:9]=2)=[O:13] |f:1.2,3.4,6.7|. Procedure details: The compound obtained in Referential Example 61 (1.40 g) was dissolved in N,N-dimethylformamide (15 mL), and to the solution were added 5-chloroindole-2-carboxylic acid (1.64 g), 1-(3-dimethylaminopropyl)-3-ethylcarbodiimide hydrochloride (2.68 g), and 1-hydroxybenzotriazole monohydrate (473 mg), followed by stirring at room temperature for 23 hours. The solvent was distilled away under reduced pressure, and to the residue were added methylene chloride and saturated aqueous sodium hydrogencarbon... Starting materials: FC(OC1=CC=C(C=C1)NC1=NC=C(C=N1)C=C)F (N-(4-(difluoromethoxy)phenyl)-5-vinylpyrimidin-2-amine), C(C1=CC=CC=C1)OC1=CC=C(C=C1)I (1-(benzyloxy)-4-iodobenzene), C1(=C(C=CC=C1)P(C1=C(C=CC=C1)C)C1=C(C=CC=C1)C)C (tri-o-tolylphosphine), TEA. Reagents/catalysts: C1=CC=C(C=C1)/C=C/C(=O)/C=C/C2=CC=CC=C2.C1=CC=C(C=C1)/C=C/C(=O)/C=C/C2=CC=CC=C2.C1=CC=C(C=C1)/C=C/C(=O)/C=C/C2=CC=CC=C2.C(Cl)(Cl)Cl.[Pd].[Pd] (tris(dibenzylideneacetone)dipalladium(0) chloroform adduct). Run in C(C)#N (ACN). Reaction conditions: temperature 90 celsius. Yields the product C(C1=CC=CC=C1)OC1=CC=C(/C=C/C=2C=NC(=NC2)NC2=CC=C(C=C2)OC(F)F)C=C1 ((E)-5-(4-(benzyloxy)styryl)-N-(4-(difluoromethoxy)phenyl)pyrimidin-2-amine). Isolated yield 69.7%. As a reaction SMILES: [F:1][CH:2]([F:19])[O:3][C:4]1[CH:9]=[CH:8][C:7]([NH:10][C:11]2[N:16]=[CH:15][C:14]([CH:17]=[CH2:18])=[CH:13][N:12]=2)=[CH:6][CH:5]=1.[CH2:20]([O:27][C:28]1[CH:33]=[CH:32][C:31](I)=[CH:30][CH:29]=1)[C:21]1[CH:26]=[CH:25][CH:24]=[CH:23][CH:22]=1.C1(C)C=CC=CC=1P(C1C=CC=CC=1C)C1C=CC=CC=1C>C(#N)C.C1C=CC(/C=C/C(/C=C/C2C=CC=CC=2)=O)=CC=1.C1C=CC(/C=C/C(/C=C/C2C=CC=CC=2)=O)=CC=1.C1C=CC(/C=C/C(/C=C/C2C=CC=CC=2)=O)=CC=1.C(Cl)(Cl)Cl.[Pd].[Pd]>[CH2:20]([O:27][C:28]1[CH:33]=[CH:32][C:31](/[CH:18]=[CH:17]/[C:14]2[CH:15]=[N:16][C:11]([NH:10][C:7]3[CH:8]=[CH:9][C:4]([O:3][CH:2]([F:1])[F:19])=[CH:5][CH:6]=3)=[N:12][CH:13]=2)=[CH:30][CH:29]=1)[C:21]1[CH:26]=[CH:25][CH:24]=[CH:23][CH:22]=1 |f:4.5.6.7.8.9|. Procedure details: To a solution of N-(4-(difluoromethoxy)phenyl)-5-vinylpyrimidin-2-amine (0.102 g, 0.387 mmol) in ACN (3 mL) were added 1-(benzyloxy)-4-iodobenzene (0.1 g, 0.322 mmol), tris(dibenzylideneacetone)dipalladium(0) chloroform adduct (0.033 g, 0.032 mmol), tri-o-tolylphosphine (0.039 g, 0.129 mmol), and TEA (0.135 mL, 0.967 mmol). The reaction mixture was flushed with N2 and heated at 90° C. overnight. Solvent was evaporated, and the residue was dissolved in ethyl acetate, filtered through celite and c... Reactants: [N+](=O)([O-])C1=C2C=CN=CC2=C(C=C1)NC(C(F)(F)F)=O (N-(5-nitroisoquinolin-8-yl)trifluoroacetamide), C(C)(=O)OCC (ethyl acetate). Reagents/catalysts: [C].[Pd] (palladium-carbon), [Pd] (palladium). The solvent is O1CCCC1 (Tetrahydrofuran). Conditions: time 1 hour. Product: NC1=C2C=CN=CC2=C(C=C1)NC(C(F)(F)F)=O (N-(5-aminoisoquinolin-8-yl)trifluoroacetamide). RXN SMILES: [N+:1]([C:4]1[CH:13]=[CH:12][C:11]([NH:14][C:15](=[O:20])[C:16]([F:19])([F:18])[F:17])=[C:10]2[C:5]=1[CH:6]=[CH:7][N:8]=[CH:9]2)([O-])=O.C(OCC)(=O)C>[Pd].[C].[Pd].O1CCCC1>[NH2:1][C:4]1[CH:13]=[CH:12][C:11]([NH:14][C:15](=[O:20])[C:16]([F:19])([F:17])[F:18])=[C:10]2[C:5]=1[CH:6]=[CH:7][N:8]=[CH:9]2 |f:3.4|. Procedure: To N-(5-nitroisoquinolin-8-yl)trifluoroacetamide (200 mg) were added ethyl acetate (15 ml) and 5% palladium-carbon (wet, 20 mg) and the mixture was stirred at room temperature under hydrogen atmosphere for 1 hr. Tetrahydrofuran was added to the reaction mixture to dissolve the resultant crystals, and palladium catalyst was removed by celite filtration. The solvent was evaporated from the filtrate to give N-(5-aminoisoquinolin-8-yl)trifluoroacetamide as a crude product. Tetrahydrofuran (12 ml), p... Starting materials: O=C1c2ccccc2C(=O)N1CCCCCBr, [H-], [Na+], CN(C)C=O, O, O=c1[nH]c2cnc3cccc1n32. Yields the product O=C1c2ccccc2C(=O)N1CCCCCn1c(=O)c2cccc3ncc1n32. RXN SMILES: [Br:15][CH2:16][CH2:17][CH2:18][CH2:19][CH2:20][N:21]1[C:22](=[O:31])[c:23]2[c:24]([cH:27][cH:28][cH:29][cH:30]2)[C:25]1=[O:26].[H-:13].[Na+:14].[O:33]=[CH:34][N:35]([CH3:36])[CH3:37].[OH2:32].[n:1]1[cH:2][c:3]2[n:4]3[c:5]([cH:6][cH:7][cH:8][c:9]13)[c:10](=[O:12])[nH:11]2>>[n:1]1[cH:2][c:3]2[n:4]3[c:5]([cH:6][cH:7][cH:8][c:9]13)[c:10](=[O:12])[n:11]2[CH2:16][CH2:17][CH2:18][CH2:19][CH2:20][N:21]1[C:22](=[O:31])[c:23]2[c:24]([cH:27][cH:28][cH:29][cH:30]2)[C:25]1=[O:26]. Starting materials: C(C1=CC=CC=C1)OC=1C=C(C2=C(NC(C(O2)(C)C)=O)C1)C(CNC(CC1=CC=C(C=C1)F)(C)C)O (6-benzyloxy-8-{2-[2-(4-fluoro-phenyl)-1,1-dimethyl-ethylamino]-1-hydroxy-ethyl}-2,2-dimethyl-4H-benzo[1,4]oxazin-3-one). Procedure details: 280 mg (0.57 mmol) 6-benzyloxy-8-{2-[2-(4-fluoro-phenyl)-1,1-dimethyl-ethylamino]-1-hydroxy-ethyl}-2,2-dimethyl-4H-benzo[1,4]oxazin-3-one are dissolved in 7 mL methanol and hydrogenated with palladium on charcoal (10%) at ambient temperature. Then the catalyst is separated off and the filtrate is freed from the solvent. The residue is dissolved in dichloromethane and precipitated by the addition of methanol/water. White solid. The reagents and catalysts are [Pd] (palladium on charcoal). The solvent is CO (methanol). The product is FC1=CC=C(C=C1)CC(C)(C)NCC(O)C1=CC(=CC=2NC(C(OC21)(C)C)=O)O (8-{2-[2-(4-fluoro-phenyl)-1,1-dimethyl-ethylamino]-1-hydroxy-ethyl}-6-hydroxy-2,2-dimethyl-4H-benzo[1,4]oxazin-3-one). As a reaction SMILES: C([O:8][C:9]1[CH:10]=[C:11]([CH:22]([OH:36])[CH2:23][NH:24][C:25]([CH3:35])([CH3:34])[CH2:26][C:27]2[CH:32]=[CH:31][C:30]([F:33])=[CH:29][CH:28]=2)[C:12]2[O:17][C:16]([CH3:19])([CH3:18])[C:15](=[O:20])[NH:14][C:13]=2[CH:21]=1)C1C=CC=CC=1>CO.[Pd]>[F:33][C:30]1[CH:31]=[CH:32][C:27]([CH2:26][C:25]([NH:24][CH2:23][CH:22]([C:11]2[C:12]3[O:17][C:16]([CH3:19])([CH3:18])[C:15](=[O:20])[NH:14][C:13]=3[CH:21]=[C:9]([OH:8])[CH:10]=2)[OH:36])([CH3:35])[CH3:34])=[CH:28][CH:29]=1.